From a dataset of the Open Reaction Database (ORD), a public repository of structured organic reaction records. describe an organic reaction: reactants, conditions, products, and yield Starting materials: CC(C)(C)OC(=O)N1CCC(c2ccc(OCCCSCc3ccccc3)cc2)C(O)C1, COc1cc(CCl)cc2c(OC)cccc12. Product: COc1cc(COC2CN(C(=O)OC(C)(C)C)CCC2c2ccc(OCCCSCc3ccccc3)cc2)cc2c(OC)cccc12. Reaction SMILES: [CH2:1]([c:2]1[cH:3][cH:4][cH:5][cH:6][cH:7]1)[S:8][CH2:9][CH2:10][CH2:11][O:12][c:13]1[cH:14][cH:15][c:16]([CH:19]2[CH:20]([OH:32])[CH2:21][N:22]([C:25](=[O:26])[O:27][C:28]([CH3:29])([CH3:30])[CH3:31])[CH2:23][CH2:24]2)[cH:17][cH:18]1.[Cl:33][CH2:34][c:35]1[cH:36][c:37]([O:47][CH3:48])[c:38]2[cH:39][cH:40][cH:41][c:42]([O:45][CH3:46])[c:43]2[cH:44]1>>[CH2:1]([c:2]1[cH:3][cH:4][cH:5][cH:6][cH:7]1)[S:8][CH2:9][CH2:10][CH2:11][O:12][c:13]1[cH:14][cH:15][c:16]([CH:19]2[CH:20]([O:32][CH2:34][c:35]3[cH:36][c:37]([O:47][CH3:48])[c:38]4[cH:39][cH:40][cH:41][c:42]([O:45][CH3:46])[c:43]4[cH:44]3)[CH2:21][N:22]([C:25](=[O:26])[O:27][C:28]([CH3:29])([CH3:30])[CH3:31])[CH2:23][CH2:24]2)[cH:17][cH:18]1.